From a dataset of the Open Reaction Database (ORD), a public repository of structured organic reaction records. describe an organic reaction: reactants, conditions, products, and yield The reactants are OC1=CC=C(C=C1)CCC#N (3-(4-hydroxyphenyl)proprionitrile), CN(C(=O)Cl)C1=CC=CC=C1 (N-methyl-N-phenylcarbamoyl chloride), crude product. Product: C(#N)CCC1=CC=C(C=C1)OC(N(C1=CC=CC=C1)C)=O (Methyl-phenyl-carbamic acid 4-(2-cyano-ethyl)-phenyl ester). As a reaction SMILES: [OH:1][C:2]1[CH:7]=[CH:6][C:5]([CH2:8][CH2:9][C:10]#[N:11])=[CH:4][CH:3]=1.[CH3:12][N:13]([C:17]1[CH:22]=[CH:21][CH:20]=[CH:19][CH:18]=1)[C:14](Cl)=[O:15]>>[C:10]([CH2:9][CH2:8][C:5]1[CH:4]=[CH:3][C:2]([O:1][C:14](=[O:15])[N:13]([CH3:12])[C:17]2[CH:22]=[CH:21][CH:20]=[CH:19][CH:18]=2)=[CH:7][CH:6]=1)#[N:11]. Reported procedure: The title product was prepared from 3-(4-hydroxyphenyl)proprionitrile and N-methyl-N-phenylcarbamoyl chloride. The crude product was subjected to preparative HPLC (11%, colourless oil). HPLC-MS: m/z=281.2 (M+1); Rt: 3.75 min, purity 80%. Reactants: C1CCNCC1, CCO, O=Cc1cnn2c(NC3CC3)cc(Nc3cccc(F)c3)nc12, O=C1CNC(=O)N1, O. Yields the product O=C1NC(=O)C(=Cc2cnn3c(NC4CC4)cc(Nc4cccc(F)c4)nc23)N1. Reaction SMILES: [CH2:8]1[CH2:9][CH2:10][NH:11][CH2:12][CH2:13]1.[CH3:37][CH2:38][OH:39].[CH:14]1([NH:17][c:18]2[cH:19][c:20]([NH:29][c:30]3[cH:31][c:32]([F:36])[cH:33][cH:34][cH:35]3)[n:21][c:22]3[n:23]2[n:24][cH:25][c:26]3[CH:27]=[O:28])[CH2:15][CH2:16]1.[O:1]=[C:2]1[CH2:3][NH:4][C:5](=[O:6])[NH:7]1.[OH2:40]>>[O:1]=[C:2]1[C:3](=[CH:27][c:26]2[c:22]3[n:21][c:20]([NH:29][c:30]4[cH:31][c:32]([F:36])[cH:33][cH:34][cH:35]4)[cH:19][c:18]([NH:17][CH:14]4[CH2:15][CH2:16]4)[n:23]3[n:24][cH:25]2)[NH:4][C:5](=[O:6])[NH:7]1. Starting materials: solution, C(CCC)[Li] (n-butyllithium), hexanes, solution, C(CCC)[Li] (n-butyllithium), hexanes, NC1=NC=C(C=C1)Br (2-amino-5-bromopyridine), Cl[Si](CC[Si](C)(C)Cl)(C)C (1,2-bis(chlorodimethylsilyl)ethane). Run in O1CCCC1 (tetrahydrofuran), O1CCCC1 (tetrahydrofuran). Conditions: temperature -78 celsius, time 1 hour. Product: BrC=1C=CC(=NC1)N1[Si](CC[Si]1(C)C)(C)C (5-bromo-2-(2,2,5,5-tetramethyl-[1,2,5]azadisilolidin-1-yl)-pyridine). Isolated yield 59.0%. As a reaction SMILES: [NH2:1][C:2]1[CH:7]=[CH:6][C:5]([Br:8])=[CH:4][N:3]=1.C([Li])CCC.Cl[Si:15]([CH3:23])([CH3:22])[CH2:16][CH2:17][Si:18](Cl)([CH3:20])[CH3:19]>O1CCCC1>[Br:8][C:5]1[CH:6]=[CH:7][C:2]([N:1]2[Si:18]([CH3:20])([CH3:19])[CH2:17][CH2:16][Si:15]2([CH3:23])[CH3:22])=[N:3][CH:4]=1. Procedure details: A solution of 2-amino-5-bromopyridine (5.00 g, 28.90 mmol) was dissolved in tetrahydrofuran (80 mL), cooled to −78° C., and then treated with a 2.5M solution of n-butyllithium in hexanes (11.68 mL, 29.20 mmol). The resulting reaction mixture was stirred for 1 h, at which time, a solution of 1,2-bis(chlorodimethylsilyl)ethane (6.22 g, 28.90 mmol) in tetrahydrofuran (15 mL) was added dropwise to the reaction. The reaction mixture was stirred for another 90 min at −78° C. and then was treated with ... The reactants are FC(F)(F)c1ccc(-c2cc(Cl)ncn2)cc1, [H-], [Na+], CN(C)C=O, Oc1cccc2sccc12. The product is FC(F)(F)c1ccc(-c2cc(Oc3cccc4sccc34)ncn2)cc1. As a reaction SMILES: [Cl:13][c:14]1[n:15][cH:16][n:17][c:18](-[c:20]2[cH:21][cH:22][c:23]([C:26]([F:27])([F:28])[F:29])[cH:24][cH:25]2)[cH:19]1.[H-:1].[Na+:2].[O:30]=[CH:31][N:32]([CH3:33])[CH3:34].[s:3]1[c:4]2[c:5]([cH:6][cH:7]1)[c:8]([OH:12])[cH:9][cH:10][cH:11]2>>[s:3]1[c:4]2[c:5]([cH:6][cH:7]1)[c:8]([O:12][c:14]1[n:15][cH:16][n:17][c:18](-[c:20]3[cH:21][cH:22][c:23]([C:26]([F:27])([F:28])[F:29])[cH:24][cH:25]3)[cH:19]1)[cH:9][cH:10][cH:11]2.